This data is from the Open Reaction Database (ORD), a public repository of structured organic reaction records. The task is: describe an organic reaction: reactants, conditions, products, and yield The reactants are [C]=O (carbon monoxide), C(CC(C)O)O (1,3-butanediol), C=O (paraformaldehyde), cuprous oxide, C(=C(F)Cl)(F)F (Daiflon), [C]=O (carbon monoxide), [C]=O (carbon monoxide), [C]=O (carbon monoxide). Reagents/catalysts: [CH-]=O.[Cu+] (copper carbonyl). The solvent is F (hydrogen fluoride). Product: CC1OCC(OCC1)=O (5-methyl-1,4-dioxepan-2-one). Yield: 70.0%. As a reaction SMILES: [C:1](F)(F)=[C:2](Cl)F.[C]=[O:8].[CH2:9]([OH:14])[CH2:10][CH:11]([OH:13])[CH3:12].C=O>[CH-]=O.[Cu+].F>[CH3:12][CH:11]1[CH2:10][CH2:9][O:14][C:2](=[O:8])[CH2:1][O:13]1 |f:4.5,^3:6|. Procedure details: 0.572 g of cuprous oxide and 20 ml of hydrogen fluoride were placed in a Daiflon reaction vessel connected to a carbon monoxide buret, and reacted with carbon monoxide at 5° C. under 1 atm to form a copper carbonyl catalyst solution. 9.1 ml (100 mmol) of 1,3-butanediol and 3.0 g (100 mmol) of paraformaldehyde were slowly added to the catalyst solution at 5° C. and the mixture was stirred to conduct the reaction with carbon monoxide under 1 atm. 85 molar %, based on 1,3-butanediol, of carbon mono...